Dataset: the Open Reaction Database (ORD), a public repository of structured organic reaction records. Task: describe an organic reaction: reactants, conditions, products, and yield Reactants: NCC(O)C1=CC=CC=C1 (2-amino-1-phenyl-ethanol), FC1=CC=C(C=C1)NC(=O)C=1C(=NC(=NC1)SC)Cl (4-chloro-2-methylsulfanylpyrimidine-5-carboxylic acid (4-fluorophenyl)amide), O (water). Run in CO (methanol). Reaction conditions: time 16 hour. Product: FC1=CC=C(C=C1)NC(=O)C=1C(=NC(=NC1)SC)NCC(C1=CC=CC=C1)O (4-(2-hydroxy-2-phenylethylamino)-2-methylsulfanylpyrimidine-5-carboxylic acid (4-fluorophenyl)amide). Isolated yield 76.5%. Reaction SMILES: [NH2:1][CH2:2][CH:3]([C:5]1[CH:10]=[CH:9][CH:8]=[CH:7][CH:6]=1)[OH:4].[F:11][C:12]1[CH:17]=[CH:16][C:15]([NH:18][C:19]([C:21]2[C:22](Cl)=[N:23][C:24]([S:27][CH3:28])=[N:25][CH:26]=2)=[O:20])=[CH:14][CH:13]=1.O>CO>[F:11][C:12]1[CH:17]=[CH:16][C:15]([NH:18][C:19]([C:21]2[C:22]([NH:1][CH2:2][CH:3]([OH:4])[C:5]3[CH:10]=[CH:9][CH:8]=[CH:7][CH:6]=3)=[N:23][C:24]([S:27][CH3:28])=[N:25][CH:26]=2)=[O:20])=[CH:14][CH:13]=1. Procedure: To a solution of 2-amino-1-phenyl-ethanol (140 mg, 1.01 mmol) in methanol (5 mL) was added 4-chloro-2-methylsulfanylpyrimidine-5-carboxylic acid (4-fluorophenyl)amide (100 mg, 0.34 mmol). The mixture was stirred for 16 h at an ambient temperature and the resulting mixture was poured into water. Solids were collected by filtration and were dried in vacuo to afford 103.7 mg (0.26 mmol, 78% yield) of the titled compound as a solid. 1H NMR (300 MHz, DMSO-d6) δ 10.22(s, 1H), 8.85 (m, 1H), 8.60 (s, 1H... The reactants are CCOS(=O)(=O)[O-], O, O=C(O)c1cc(S)cc2c1OCCO2. Yields the product CCSc1cc2c(c(C(=O)O)c1)OCCO2. RXN SMILES: [CH2:15]([CH3:16])[O:17][S:18]([O-:19])(=[O:20])=[O:21].[OH2:22].[SH:1][c:2]1[cH:3][c:4]([C:12](=[O:13])[OH:14])[c:5]2[c:6]([cH:11]1)[O:7][CH2:8][CH2:9][O:10]2>>[S:1]([c:2]1[cH:3][c:4]([C:12](=[O:13])[OH:14])[c:5]2[c:6]([cH:11]1)[O:7][CH2:8][CH2:9][O:10]2)[CH2:15][CH3:16].